From a dataset of the Open Reaction Database (ORD), a public repository of structured organic reaction records. describe an organic reaction: reactants, conditions, products, and yield The product is NC1=C2C(C(=CN(C2=C(C(=C1F)N1CC(CC1)C1=NC=CC=C1)F)C1CC1)C(=O)O)=O (5-Amino-1-cyclopropyl-6,8-difluoro-1,4-dihydro-4-oxo -7-[3-(2-pyridinyl)-1-pyrrolidinyl]-3-quinolinecarboxylic acid). Starting materials: NC1=C2C(C(=CN(C2=C(C(=C1F)F)F)C1CC1)C(=O)O)=O (5-amino-1-cyclopropyl-6,7,8-trifluoro-1,4-dihydro-4-oxo-3-quinolinecarboxylic acid), N1CC(CC1)C1=NC=CC=C1 (2-(3-pyrrolidinyl)pyridine). Reported procedure: Starting from 5-amino-1-cyclopropyl-6,7,8-trifluoro-1,4-dihydro-4-oxo-3-quinolinecarboxylic acid (0.97 g, 2.9 mmol) and 2-(3-pyrrolidinyl)pyridine, a procedure analogous to that given in Example 1 provided the title compound (1.12 g, 91%) as a bright yellow solid, mp 206°-208° C. The yield is 91.0%. RXN SMILES: [NH2:1][C:2]1[C:11]([F:12])=[C:10](F)[C:9]([F:14])=[C:8]2[C:3]=1[C:4](=[O:21])[C:5]([C:18]([OH:20])=[O:19])=[CH:6][N:7]2[CH:15]1[CH2:17][CH2:16]1.[NH:22]1[CH2:26][CH2:25][CH:24]([C:27]2[CH:32]=[CH:31][CH:30]=[CH:29][N:28]=2)[CH2:23]1>>[NH2:1][C:2]1[C:11]([F:12])=[C:10]([N:22]2[CH2:26][CH2:25][CH:24]([C:27]3[CH:32]=[CH:31][CH:30]=[CH:29][N:28]=3)[CH2:23]2)[C:9]([F:14])=[C:8]2[C:3]=1[C:4](=[O:21])[C:5]([C:18]([OH:20])=[O:19])=[CH:6][N:7]2[CH:15]1[CH2:17][CH2:16]1.